From a dataset of the Open Reaction Database (ORD), a public repository of structured organic reaction records. describe an organic reaction: reactants, conditions, products, and yield The reactants are CCOC(C)=O, COC(C)(C)C, ClCCl, Cl, COCC(C)(C)C(=O)OCOc1nc(C(Nc2ccc(C(N)=NC(=O)c3ccccc3)cc2)c2cc(OC)cc(OCCOC(=O)c3ccncc3)c2F)nn1-c1ncccn1. The product is Cl, COCC(C)(C)C(=O)OCOc1nc(C(Nc2ccc(C(N)=NC(=O)c3ccccc3)cc2)c2cc(OC)cc(OCCOC(=O)c3ccncc3)c2F)nn1-c1ncccn1. As a reaction SMILES: [C:66]([O:67][CH2:68][CH3:69])(=[O:70])[CH3:71].[C:73]([O:74][CH3:75])([CH3:76])([CH3:77])[CH3:78].[Cl:63][CH2:64][Cl:65].[ClH:72].[NH2:1][C:2]([c:3]1[cH:4][cH:5][c:6]([NH:9][CH:10]([c:11]2[c:12]([F:31])[c:13]([O:14][CH2:15][CH2:16][O:17][C:18](=[O:19])[c:20]3[cH:21][cH:22][n:23][cH:24][cH:25]3)[cH:26][c:27]([O:29][CH3:30])[cH:28]2)[c:32]2[n:33][n:34](-[c:48]3[n:49][cH:50][cH:51][cH:52][n:53]3)[c:35]([O:37][CH2:38][O:39][C:40]([C:41]([CH2:42][O:43][CH3:44])([CH3:45])[CH3:46])=[O:47])[n:36]2)[cH:7][cH:8]1)=[N:54][C:55]([c:56]1[cH:57][cH:58][cH:59][cH:60][cH:61]1)=[O:62]>>[ClH:63].[NH2:1][C:2]([c:3]1[cH:4][cH:5][c:6]([NH:9][CH:10]([c:11]2[c:12]([F:31])[c:13]([O:14][CH2:15][CH2:16][O:17][C:18](=[O:19])[c:20]3[cH:21][cH:22][n:23][cH:24][cH:25]3)[cH:26][c:27]([O:29][CH3:30])[cH:28]2)[c:32]2[n:33][n:34](-[c:48]3[n:49][cH:50][cH:51][cH:52][n:53]3)[c:35]([O:37][CH2:38][O:39][C:40]([C:41]([CH2:42][O:43][CH3:44])([CH3:45])[CH3:46])=[O:47])[n:36]2)[cH:7][cH:8]1)=[N:54][C:55]([c:56]1[cH:57][cH:58][cH:59][cH:60][cH:61]1)=[O:62]. Starting materials: C(C)OC(CC(=O)CC1=CC=CC=C1)=O (γ-phenyl acetoacetic acid ethyl ester), ClC1=CC=C(N(N=O)C)C=C1 (4-chloro-N-methyl-N-nitroso aniline), C(C)(=O)[O-].[Na+] (sodium acetate), Cl.ClC1=CC=C(C=C1)N(N)C (1-(4-chlorophenyl)-1-methyl hydrazine hydrochloride). The reagents and catalysts are [Zn] (zinc). Run in C(C)(=O)O (acetic acid), O (water), C(C)(=O)O (acetic acid), O (water). Conditions: time 15 minute. The product is ethyl ester, ClC=1C=C2C(=C(N(C2=CC1)C)CC(=O)O)C1=CC=CC=C1 (5-chloro-1-methyl-3-phenylindole-2-acetic acid). Reaction SMILES: C([O:3][C:4](=[O:15])[CH2:5][C:6]([CH2:8][C:9]1[CH:14]=[CH:13][CH:12]=[CH:11][CH:10]=1)=O)C.C([O-])(=O)C.[Na+].Cl.[Cl:22][C:23]1[CH:28]=[CH:27][C:26]([N:29]([CH3:31])N)=[CH:25][CH:24]=1.ClC1C=CC(N(C)N=O)=CC=1>C(O)(=O)C.O.[Zn]>[Cl:22][C:23]1[CH:24]=[C:25]2[C:26](=[CH:27][CH:28]=1)[N:29]([CH3:31])[C:6]([CH2:5][C:4]([OH:3])=[O:15])=[C:8]2[C:9]1[CH:10]=[CH:11][CH:12]=[CH:13][CH:14]=1 |f:1.2,3.4|. Procedure details: To a solution of γ-phenyl acetoacetic acid ethyl ester (2.88 g) in a mixture of acetic acid (30 ml) and water (10 ml) were added sodium acetate (1.83 g) and 1-(4-chlorophenyl)-1-methyl hydrazine hydrochloride (2.73 g) {prepared from 4-chloro-N-methyl-N-nitroso aniline by subjecting to reduction with zinc powder in a mixture of acetic acid and water [m.p.171-174° C.; NMR (200 MHz, DMSO-d6) ppm: 3.14(3H,s), 7.20(2H,d,J=9 Hz), 7.29(2H,d,J=9 Hz)]}. The mixture was stirred for 15 minutes at room temp... The reactants are ClC=1C(=NC=C(C1)C#CC1=C(C=C(C=C1)OCOC)C)C#N (3-chloro-5-((4-(methoxymethoxy)-2-methylphenyl)ethynyl)picolinonitrile), C(C)(C)(C)OC(=O)NC=1C=C(C=CC1B1OC(C(O1)(C)C)(C)C)CCC(=O)OCC (ethyl 3-(3-(tert-butoxycarbonylamino)-4-(4,4,5,5-tetramethyl-1,3,2-dioxaborolan-2-yl)phenyl)propanoate), C1(CCCCC1)P(C1=C(C=CC=C1)C1=C(C=CC=C1OC)OC)C1CCCCC1 (dicyclohexyl(2′,6′-dimethoxybiphenyl-2-yl)phosphine), C([O-])(O)=O.[Na+] (sodium bicarbonate), C(CCC)O.O (n-butanol H2O). Reagents/catalysts: C=1C=CC(=CC1)/C=C/C(=O)/C=C/C2=CC=CC=C2.C=1C=CC(=CC1)/C=C/C(=O)/C=C/C2=CC=CC=C2.C=1C=CC(=CC1)/C=C/C(=O)/C=C/C2=CC=CC=C2.[Pd].[Pd] (tris(dibenzylideneacetone)dipalladium(0)). Run in C(C)(=O)OCC (ethyl acetate), O (water). Conditions: temperature 100 celsius, time 8 hour. The product is NC1=NC2=C(C=3C=C(C=NC13)C#CC1=C(C=C(C=C1)OCOC)C)C=CC(=C2)CCC(=O)OCC (ethyl 3-(5-amino-2-((4-(methoxymethoxy)-2-methylphenyl)ethynyl)-benzo[f][1,7]naphthyridin-8-yl)propanoate). RXN SMILES: Cl[C:2]1[C:3]([C:21]#[N:22])=[N:4][CH:5]=[C:6]([C:8]#[C:9][C:10]2[CH:15]=[CH:14][C:13]([O:16][CH2:17][O:18][CH3:19])=[CH:12][C:11]=2[CH3:20])[CH:7]=1.C(OC([NH:30]C1C=C(CCC(OCC)=O)C=CC=1B1OC(C)(C)C(C)(C)O1)=O)(C)(C)C.C1(P(C2CCCCC2)C2C=CC=[CH:62][C:61]=2[C:66]2[C:71](OC)=[CH:70][CH:69]=[CH:68][C:67]=2OC)CCCCC1.[C:82](=[O:85])(O)[O-:83].[Na+].C(O)C[CH2:89][CH3:90].O>C(OCC)(=O)C.O.C1C=CC(/C=C/C(/C=C/C2C=CC=CC=2)=O)=CC=1.C1C=CC(/C=C/C(/C=C/C2C=CC=CC=2)=O)=CC=1.C1C=CC(/C=C/C(/C=C/C2C=CC=CC=2)=O)=CC=1.[Pd].[Pd]>[NH2:30][C:21]1[C:3]2[N:4]=[CH:5][C:6]([C:8]#[C:9][C:10]3[CH:15]=[CH:14][C:13]([O:16][CH2:17][O:18][CH3:19])=[CH:12][C:11]=3[CH3:20])=[CH:7][C:2]=2[C:69]2[CH:70]=[CH:71][C:66]([CH2:61][CH2:62][C:82]([O:83][CH2:89][CH3:90])=[O:85])=[CH:67][C:68]=2[N:22]=1 |f:3.4,5.6,9.10.11.12.13|. Reported procedure: A solution of 3-chloro-5-((4-(methoxymethoxy)-2-methylphenyl)ethynyl)picolinonitrile (10) (1.0 equiv.), ethyl 3-(3-(tert-butoxycarbonylamino)-4-(4,4,5,5-tetramethyl-1,3,2-dioxaborolan-2-yl)phenyl)propanoate (5) (1.25 equiv.), tris(dibenzylideneacetone)dipalladium(0) (0.10 equiv.), dicyclohexyl(2′,6′-dimethoxybiphenyl-2-yl)phosphine (0.20 equiv.), and sodium bicarbonate (3.0 equiv.) in n-butanol/H2O (5:1, 0.2M) was degassed and stirred at 100° C. overnight. After cooling to ambient temperature, t... The reactants are Cn1nc(C(F)(F)F)c(CSC2=NOC(C)(C)C2)c1F, CN(C)C=O, [H-], [Na+], O, Oc1ccccc1Cl. Product: Cn1nc(C(F)(F)F)c(CSC2=NOC(C)(C)C2)c1Oc1ccccc1Cl. Reaction SMILES: [CH3:11][C:12]1([CH3:30])[CH2:13][C:14]([S:17][CH2:18][c:19]2[c:20]([C:26]([F:27])([F:28])[F:29])[n:21][n:22]([CH3:25])[c:23]2[F:24])=[N:15][O:16]1.[CH3:32][N:33]([CH3:34])[CH:35]=[O:36].[H-:1].[Na+:2].[OH2:31].[OH:3][c:4]1[cH:5][cH:6][cH:7][cH:8][c:9]1[Cl:10]>>[O:3]([c:4]1[cH:5][cH:6][cH:7][cH:8][c:9]1[Cl:10])[c:23]1[c:19]([CH2:18][S:17][C:14]2=[N:15][O:16][C:12]([CH3:11])([CH3:30])[CH2:13]2)[c:20]([C:26]([F:27])([F:28])[F:29])[n:21][n:22]1[CH3:25]. As a reaction SMILES: C(OC(C=[CH:7][C:8]1[CH:13]=[CH:12][C:11]([CH2:14][C:15]([OH:17])=[O:16])=[CH:10][CH:9]=1)=O)C.I([O-])(=O)(=O)=[O:19].[Na+].CN1CCOCC1>O1CCOCC1.O.[Os](=O)(=O)(=O)=O>[CH:7]([C:8]1[CH:13]=[CH:12][C:11]([CH2:14][C:15]([OH:17])=[O:16])=[CH:10][CH:9]=1)=[O:19] |f:1.2|. Procedure: To a stirred solution of the title compound of Example 1 (46.9 g, 200 mmol) in dioxane (500 mL) and water (500 mL) was added osmium tetroxide (0.5 g, 4% in water), followed by sodium periodate (85.56 g, 400 mmol). The reaction mixture was monitored by HPLC, stirred for 1 hour and N-methylmorpholine (1.0 g) was added, followed by additional osmium tetroxide (1.0 g) after another 16 hours. After 4 hours stirring at room temperature, additional sodium periodate (40 g) was added, the reaction stirre... Solvent: O1CCOCC1 (dioxane), O (water). The reagents and catalysts are [Os](=O)(=O)(=O)=O (osmium tetroxide), [Os](=O)(=O)(=O)=O (osmium tetroxide). The reactants are I(=O)(=O)(=O)[O-].[Na+] (sodium periodate), I(=O)(=O)(=O)[O-].[Na+] (sodium periodate), C(C)OC(=O)C=CC1=CC=C(C=C1)CC(=O)O (4-[2-(Ethoxycarbonyl)vinyl]phenylacetic Acid), CN1CCOCC1 (N-methylmorpholine). Conditions: time 1 hour. The product is C(=O)C1=CC=C(C=C1)CC(=O)O (4-Formylphenylacetic Acid). Isolated yield 37.8%. Reactants: S([C@H]1[C@@H](O)[C@@H](O)[C@H](O)[C@H](O1)CO)CCCCCCO[C@@H]1CC2=CC[C@H]3[C@@H]4CC[C@H](C(C)=O)[C@]4(CC[C@@H]3[C@]2(CC1)C)C (6-(Pregn-5-en-20-one-3β-yloxy)hexyl 1-thio-β-D-mannopyranoside), ICCCCCCO[C@@H]1CC2=CC[C@H]3[C@@H]4CC[C@H]([C@@H](CCCC(C)C)C)[C@]4(CC[C@@H]3[C@]2(CC1)C)C (cholest-5-en-3β-yl 6-iodohexyl ether). Reported procedure: Employing the procedure substantially as described in Example 2, but substituting for cholest-5-en-3β-yl 6-iodohexyl ether, an equivalent amount of pregn-5-en-20-one-3β-yl 6-iodohexyl ether, there was prepared 6-(Pregn-5-en-20-one-3β-yloxy)hexyl 1-thio-β-D-mannopyranoside (Step D). TLC data and Rf values are given in the above Table. RXN SMILES: [I:1][CH2:2][CH2:3][CH2:4][CH2:5][CH2:6][CH2:7][O:8][C@H:9]1[CH2:33][CH2:32][C@@:31]2([CH3:34])[C:11](=[CH:12][CH2:13][C@@H:14]3[C@@H:30]2[CH2:29][CH2:28][C@@:27]2([CH3:35])[C@H:15]3[CH2:16][CH2:17][C@@H:18]2[C@H:19](C)[CH2:20]CCC(C)C)[CH2:10]1.S(CCCCCCO[C@H]1CC[C@@]2(C)C(=CC[C@@H]3[C@@H]2CC[C@@]2(C)[C@H]3CC[C@@H]2C(=O)C)C1)[C@@H]1O[C@H](CO)[C@@H](O)[C@H](O)[C@@H]1[OH:39]>>[I:1][CH2:2][CH2:3][CH2:4][CH2:5][CH2:6][CH2:7][O:8][C@H:9]1[CH2:33][CH2:32][C@@:31]2([CH3:34])[C:11](=[CH:12][CH2:13][C@@H:14]3[C@@H:30]2[CH2:29][CH2:28][C@@:27]2([CH3:35])[C@H:15]3[CH2:16][CH2:17][C@@H:18]2[C:19](=[O:39])[CH3:20])[CH2:10]1. Product: ICCCCCCO[C@@H]1CC2=CC[C@H]3[C@@H]4CC[C@H](C(C)=O)[C@]4(CC[C@@H]3[C@]2(CC1)C)C (pregn-5-en-20-one-3β-yl 6-iodohexyl ether). Starting materials: CC(C)(C)[Si](C)(C)O[Si](C)(C)C(C)(C)C, CCOCC, [Cl-], Clc1ccc(Br)cc1Cl, C=C(I)CCO, I, [Mg], [NH4+], C1CCOC1. Product: CC(C)(C)[Si](C)(C)O[Si](C)(C)C(C)(C)C, C=C(CCO)c1ccc(Cl)c(Cl)c1. As a reaction SMILES: [C:12]([CH3:13])([CH3:14])([CH3:15])[Si:16]([CH3:17])([CH3:18])[O:19][Si:20]([C:21]([CH3:22])([CH3:23])[CH3:24])([CH3:25])[CH3:26].[CH3:35][CH2:36][O:37][CH2:38][CH3:39].[Cl-:33].[Cl:3][c:4]1[cH:5][c:6]([Br:11])[cH:7][cH:8][c:9]1[Cl:10].[I:27][C:28]([CH2:29][CH2:30][OH:31])=[CH2:32].[I:2].[Mg:1].[NH4+:34].[O:40]1[CH2:41][CH2:42][CH2:43][CH2:44]1>>[C:12]([CH3:13])([CH3:14])([CH3:15])[Si:16]([CH3:17])([CH3:18])[O:19][Si:20]([C:21]([CH3:22])([CH3:23])[CH3:24])([CH3:25])[CH3:26].[Cl:3][c:4]1[cH:5][c:6]([C:28]([CH2:29][CH2:30][OH:31])=[CH2:32])[cH:7][cH:8][c:9]1[Cl:10].